Task: describe an organic reaction: reactants, conditions, products, and yield. Dataset: the Open Reaction Database (ORD), a public repository of structured organic reaction records Reactants: CS(=O)(=O)OCCCc1c[nH]c2ccc(C#N)cc12, COc1cncnc1N1CCNCC1, CC#N, CCN(C(C)C)C(C)C, ClC(Cl)Cl. The product is COc1cncnc1N1CCN(CCCc2c[nH]c3ccc(C#N)cc23)CC1. As a reaction SMILES: [CH3:1][S:2]([O:3][CH2:6][CH2:7][CH2:8][c:9]1[cH:10][nH:11][c:12]2[cH:13][cH:14][c:15]([C:18]#[N:19])[cH:16][c:17]12)(=[O:4])=[O:5].[CH3:20][O:21][c:22]1[c:23]([N:28]2[CH2:29][CH2:30][NH:31][CH2:32][CH2:33]2)[n:24][cH:25][n:26][cH:27]1.[CH3:43][C:44]#[N:45].[CH:34]([N:35]([CH2:36][CH3:37])[CH:38]([CH3:39])[CH3:40])([CH3:41])[CH3:42].[CH:46]([Cl:47])([Cl:48])[Cl:49]>>[CH2:6]([CH2:7][CH2:8][c:9]1[cH:10][nH:11][c:12]2[cH:13][cH:14][c:15]([C:18]#[N:19])[cH:16][c:17]12)[N:31]1[CH2:30][CH2:29][N:28]([c:23]2[c:22]([O:21][CH3:20])[cH:27][n:26][cH:25][n:24]2)[CH2:33][CH2:32]1.